This data is from the Open Reaction Database (ORD), a public repository of structured organic reaction records. The task is: describe an organic reaction: reactants, conditions, products, and yield Starting materials: COC1C=C(C)C(=O)CC(C)(C)C1OC(=O)c1ccc([N+](=O)[O-])cc1, CN(C)C=O, [Cl-], [NH4+], O. Yields the product COC1C=C(C)C(=O)CC(C)(C)C1OC(=O)c1ccc(N)cc1. RXN SMILES: [CH3:1][O:2][CH:3]1[CH:4]=[C:5]([CH3:25])[C:6](=[O:24])[CH2:7][C:8]([CH3:22])([CH3:23])[CH:9]1[O:10][C:11]([c:12]1[cH:13][cH:14][c:15]([N+:18]([O-:19])=[O:20])[cH:16][cH:17]1)=[O:21].[CH3:28][N:29]([CH3:30])[CH:31]=[O:32].[Cl-:26].[NH4+:27].[OH2:33]>>[CH3:1][O:2][CH:3]1[CH:4]=[C:5]([CH3:25])[C:6](=[O:24])[CH2:7][C:8]([CH3:22])([CH3:23])[CH:9]1[O:10][C:11]([c:12]1[cH:13][cH:14][c:15]([NH2:18])[cH:16][cH:17]1)=[O:21]. Starting materials: [Li+].CC(C)[N-]C(C)C (LDA), CCOC(=O)C(F)P(=O)(OCC)OCC (triethyl 2-fluoro-2-phosphonoacetate), 2-Z, CC1(C=2C=C(C(=CC2C(CC1)(C)C)C(C)=O)OCCC)C (1-(5,5,8,8-tetramethyl-3-propoxy-5,6,7,8-tetrahydro-naphthalen-2-yl)-ethanone), CC1(C=2C=C(C(=CC2C(CC1)(C)C)C(C)=O)OCCC)C (1-(5,5,8,8-tetramethyl-3-propoxy-5,6,7,8-tetrahydro-naphthalen-2-yl)-ethanone). Run in C1CCOC1 (THF), C1CCOC1 (THF), C1CCOC1 (THF). Reaction conditions: temperature -78 celsius. Product: C(C)OC(/C(=C(/C)\C1=CC=2C(CCC(C2C=C1OCCC)(C)C)(C)C)/F)=O ((E)-2-Fluoro-3-(5,5,8,8-tetramethyl-3-propoxy-5,6,7,8-tetrahydro-naphthalen-2-yl)-but-2-enoic acid ethyl ester). RXN SMILES: [Li+].CC([N-]C(C)C)C.[CH3:9][CH2:10][O:11][C:12]([CH:14](P(OCC)(OCC)=O)[F:15])=[O:13].[CH3:24][C:25]1([CH3:44])[CH2:34][CH2:33][C:32]([CH3:36])([CH3:35])[C:31]2[CH:30]=[C:29]([C:37](=O)[CH3:38])[C:28]([O:40][CH2:41][CH2:42][CH3:43])=[CH:27][C:26]1=2>C1COCC1>[CH2:10]([O:11][C:12](=[O:13])/[C:14](/[F:15])=[C:37](\[C:29]1[C:28]([O:40][CH2:41][CH2:42][CH3:43])=[CH:27][C:26]2[C:25]([CH3:44])([CH3:24])[CH2:34][CH2:33][C:32]([CH3:35])([CH3:36])[C:31]=2[CH:30]=1)/[CH3:38])[CH3:9] |f:0.1|. Procedure: To a solution of LDA (12.1 mL, 2.0 M in heptane/THF/ethylbenzene) in THF (10 mL) at −78° C. was added triethyl 2-fluoro-2-phosphonoacetate (5.0 g, 20.7 mmol) in THF (10 mL). The reaction flask was removed from dry ice cooling bath for 12 min and then re-cooled to −78° C. 1-(5,5,8,8-tetramethyl-3-propoxy-5,6,7,8-tetrahydro-naphthalen-2-yl)-ethanone (Intermediate 5, 1.98 g, 6.89 mmol) in THF (10 mL) was added and the reaction was allowed to warm up to ambient temperature over night. The reaction w... The reactants are CC(=O)Oc1ccc2c(c1)CCC1C2CCC2(C)C(O)CCC12, O=C(Cl)c1ccccc1, CO, O, c1ccncc1. Product: CC(=O)Oc1ccc2c(c1)CCC1C2CCC2(C)C(OC(=O)c3ccccc3)CCC12. RXN SMILES: [C:1]([CH3:2])(=[O:3])[O:4][c:5]1[cH:6][c:7]2[c:20]([cH:21][cH:22]1)[CH:19]1[CH:10]([CH2:9][CH2:8]2)[CH:11]2[CH2:12][CH2:13][CH:14]([OH:23])[C:15]2([CH3:16])[CH2:17][CH2:18]1.[C:24]([c:25]1[cH:26][cH:27][cH:28][cH:29][cH:30]1)(=[O:31])[Cl:32].[CH3:33][OH:34].[OH2:41].[cH:35]1[cH:36][cH:37][n:38][cH:39][cH:40]1>>[C:1]([CH3:2])(=[O:3])[O:4][c:5]1[cH:6][c:7]2[c:20]([cH:21][cH:22]1)[CH:19]1[CH:10]([CH2:9][CH2:8]2)[CH:11]2[CH2:12][CH2:13][CH:14]([O:23][C:24]([c:25]3[cH:26][cH:27][cH:28][cH:29][cH:30]3)=[O:31])[C:15]2([CH3:16])[CH2:17][CH2:18]1. The reactants are C(C)OC(=O)C1CN(CCC1=O)C(=O)OC(C)(C)C (4-oxo-piperidine-1,3-dicarboxylic acid 1-tert-butyl ester 3-ethyl ester), [BH4-].[Na+] (NaBH4), [NH4+].[Cl-] (NH4Cl). Solvent: CO (MeOH). Reaction conditions: time 30 minute. Yields the product C(C)(C)(C)OC(=O)N1CC(C(CC1)O)CO (4-hydroxy-3-hydroxymethyl-piperidine-1-carboxylic acid tert-butyl ester). Isolated yield 84.6%. As a reaction SMILES: C([O:3][C:4]([CH:6]1[C:11](=[O:12])[CH2:10][CH2:9][N:8]([C:13]([O:15][C:16]([CH3:19])([CH3:18])[CH3:17])=[O:14])[CH2:7]1)=O)C.[BH4-].[Na+].[NH4+].[Cl-]>CO>[C:16]([O:15][C:13]([N:8]1[CH2:9][CH2:10][CH:11]([OH:12])[CH:6]([CH2:4][OH:3])[CH2:7]1)=[O:14])([CH3:19])([CH3:18])[CH3:17] |f:1.2,3.4|. Procedure details: To a stirred solution of 4-oxo-piperidine-1,3-dicarboxylic acid 1-tert-butyl ester 3-ethyl ester (14 g) in MeOH (300 mL) was added NaBH4 (12 g) in 12 lots over 1 h period. After completion of addition, the reaction mixture was stirred for 30 min. Removed solvent under reduced pressure, to the residue was added saturated NH4Cl solution (300 mL) and was extracted with EtOAc (300 mL). The organic layer was dried, filtered and concentrated under reduced pressure. The residue was purified by flash si... Starting materials: C(COc1ccccc1C=O)C(O)=O, CC1=CN=C(C=C1)N, [C-]#[N+]C1CCCCC1. Reagents/catalysts: O=C(O)C(F)(F)F (trifluoroacetic acid). Solvent: CC(C)O (isopropyl alcohol), CC(C)O (isopropylalcohol). Reaction conditions: temperature 22 celsius, time 20 hour. Product: Cc1ccc2nc(c3ccccc3OCCC(O)=O)c(NC3CCCCC3)n2c1. The yield is 93.8%. Reaction SMILES: CC1=CC=C(N)N=C1.[C-]#[N+]C1CCCCC1.OC(=O)CCOC1=C(C=O)C=CC=C1>>CC1=CN2C(C=C1)=NC(=C2NC1CCCCC1)C1=C(OCCC(O)=O)C=CC=C1. The reactants are C#CCN(Cc1ccc2nc(N)[nH]c(=O)c2c1)c1ccc(C(C)=O)cc1, CN(C)N, CO. As a reaction SMILES: [C:1]([CH3:2])(=[O:3])[c:4]1[cH:5][cH:6][c:7]([N:10]([CH2:11][C:12]#[CH:13])[CH2:14][c:15]2[cH:16][c:17]3[c:18](=[O:26])[nH:19][c:20]([NH2:25])[n:21][c:22]3[cH:23][cH:24]2)[cH:8][cH:9]1.[CH3:27][N:28]([CH3:29])[NH2:30].[CH3:31][OH:32]>>[C:1]([CH3:2])([c:4]1[cH:5][cH:6][c:7]([N:10]([CH2:11][C:12]#[CH:13])[CH2:14][c:15]2[cH:16][c:17]3[c:18](=[O:26])[nH:19][c:20]([NH2:25])[n:21][c:22]3[cH:23][cH:24]2)[cH:8][cH:9]1)=[N:30][N:28]([CH3:27])[CH3:29]. Yields the product C#CCN(Cc1ccc2nc(N)[nH]c(=O)c2c1)c1ccc(C(C)=NN(C)C)cc1. Reactants: CCOC(=O)C1Cc2[nH]c3ccc(OC)cc3c2C1, CI, CN(C)C=O, [H-], [Na+], O. Yields the product CCOC(=O)C1Cc2c(n(C)c3ccc(OC)cc23)C1. RXN SMILES: [CH2:1]([CH3:2])[O:3][C:4](=[O:5])[CH:6]1[CH2:7][c:8]2[c:9]([nH:10][c:11]3[cH:12][cH:13][c:14]([O:17][CH3:18])[cH:15][c:16]23)[CH2:19]1.[CH3:22][I:23].[CH3:25][N:26]([CH3:27])[CH:28]=[O:29].[H-:20].[Na+:21].[OH2:24]>>[CH2:1]([CH3:2])[O:3][C:4](=[O:5])[CH:6]1[CH2:7][c:8]2[c:9]([n:10]([CH3:22])[c:11]3[cH:12][cH:13][c:14]([O:17][CH3:18])[cH:15][c:16]23)[CH2:19]1.